This data is from the Open Reaction Database (ORD), a public repository of structured organic reaction records. The task is: describe an organic reaction: reactants, conditions, products, and yield Reactants: ClC=1C=C(C#N)C=C(C1NC1=NC2=CC=NC=C2C2=C1C=CN=C2OC)Cl (3,5-dichloro-4-[(10-methoxypyrido[4,3-c]-1,6-naphthyridin-6-yl)amino]benzonitrile), B(Br)(Br)Br (boron tribromide). Solvent: C(C)(=O)OCC (ethyl acetate), C(Cl)(Cl)Cl (chloroform). Run at temperature 85 celsius. Product: ClC=1C=C(C#N)C=C(C1NC1=NC2=CC=NC=C2C2=C1C=CNC2=O)Cl (3,5-Dichloro-4-[(10-oxo-9,10-dihydropyrido[4,3-c]-1,6-naphthyridin-6-yl)amino]benzonitrile). As a reaction SMILES: [Cl:1][C:2]1[CH:3]=[C:4]([CH:7]=[C:8]([Cl:27])[C:9]=1[NH:10][C:11]1[C:20]2[CH:21]=[CH:22][N:23]=[C:24]([O:25]C)[C:19]=2[C:18]2[C:13](=[CH:14][CH:15]=[N:16][CH:17]=2)[N:12]=1)[C:5]#[N:6].B(Br)(Br)Br>C(Cl)(Cl)Cl.C(OCC)(=O)C>[Cl:1][C:2]1[CH:3]=[C:4]([CH:7]=[C:8]([Cl:27])[C:9]=1[NH:10][C:11]1[C:20]2[CH:21]=[CH:22][NH:23][C:24](=[O:25])[C:19]=2[C:18]2[C:13](=[CH:14][CH:15]=[N:16][CH:17]=2)[N:12]=1)[C:5]#[N:6]. Procedure: To a solution of 3,5-dichloro-4-[(10-methoxypyrido[4,3-c]-1,6-naphthyridin-6-yl)amino]benzonitrile (140 mg, 0.35 mmol) in chloroform (3 mL) was added boron tribromide (2.5 mL, 2.5 mmol, 1M in dichloromethane) and the mixture was heated at 85° C. for 45 min in a sealed tube. After cooling to room temperature, the reaction was diluted with ethyl acetate and washed with saturated aqueous sodium bicarbonate, followed by brine. The organic layer was dried with sodium sulfate, filtered and concentrate... Starting materials: NCC1=C(NC(=C1)C=1SC=CC1)C=1SC=CC1 (3-Aminomethyl-2,5-Dithienylpyrrole), C(C)(C)N(CC)C(C)C (diisopropylethylamine), C(=O)(OC)CCC(=O)Cl (3-carbomethoxypropionyl chloride). Run in C(Cl)Cl (methylene chloride). Reaction conditions: time 5 minute. The product is C(=O)(OC)CCC(=O)NCC1=C(NC(=C1)C=1SC=CC1)C=1SC=CC1 (3-[(N-3-Carbomethoxypropionyl)aminomethyl]-2,5-Dithienylpyrrole). Yield: 79.1%. RXN SMILES: [NH2:1][CH2:2][C:3]1[CH:7]=[C:6]([C:8]2[S:9][CH:10]=[CH:11][CH:12]=2)[NH:5][C:4]=1[C:13]1[S:14][CH:15]=[CH:16][CH:17]=1.C(N(C(C)C)CC)(C)C.[C:27]([CH2:31][CH2:32][C:33](Cl)=[O:34])([O:29][CH3:30])=[O:28]>C(Cl)Cl>[C:27]([CH2:31][CH2:32][C:33]([NH:1][CH2:2][C:3]1[CH:7]=[C:6]([C:8]2[S:9][CH:10]=[CH:11][CH:12]=2)[NH:5][C:4]=1[C:13]1[S:14][CH:15]=[CH:16][CH:17]=1)=[O:34])([O:29][CH3:30])=[O:28]. Procedure details: To a solution of 400 mg (1.54 mmol) of 3-aminomethyl-2,5-dithienylpyrrole (XVIII) and 378 ul (3.07 mmol) of diisopropylethylamine in 15 ml of anhydrous methylene chloride was added 3-carbomethoxypropionyl chloride (1.6 ml, 9.23 mmol). After stirring for 5 minutes at room temperature, the reaction mixture was quenched by the addition of 1 ml of water. The aqueous layer was extracted three times with 5 ml portions of chloroform and the combined organic layers were dried over anhydrous magnesium su... Starting materials: ClC1=C(C(=CC=C1)Cl)C1=CC2=C(N=C(N=C2)C)N=C1N (6-(2,6-dichlorophenyl)-2-methylpyrido[2,3-d]pyrimidin-7-amine), CN=C=S (methyl isothiocyanate). Run in C1(=CC=CC=C1)C (toluene). Yields the product ClC1=C(C(=CC=C1)Cl)C1=CC2=C(N=C(N=C2)C)N=C1NC(=S)NC (N-[6-(2,6-dichlorophenyl)-2-methylpyrido[2,3-d]-pyrimidin-7-yl]-N'-methylthiourea). RXN SMILES: [Cl:1][C:2]1[CH:7]=[CH:6][CH:5]=[C:4]([Cl:8])[C:3]=1[C:9]1[C:19]([NH2:20])=[N:18][C:12]2[N:13]=[C:14]([CH3:17])[N:15]=[CH:16][C:11]=2[CH:10]=1.[CH3:21][N:22]=[C:23]=[S:24]>C1(C)C=CC=CC=1>[Cl:8][C:4]1[CH:5]=[CH:6][CH:7]=[C:2]([Cl:1])[C:3]=1[C:9]1[C:19]([NH:20][C:23]([NH:22][CH3:21])=[S:24])=[N:18][C:12]2[N:13]=[C:14]([CH3:17])[N:15]=[CH:16][C:11]=2[CH:10]=1. Reported procedure: A mixture of 25.0 g of 6-(2,6-dichlorophenyl)-2-methylpyrido[2,3-d]pyrimidin-7-amine and 18.0 g of methyl isothiocyanate in 125 ml of toluene is heated at reflux for 28 hours. Cooling gives a precipitate of crude product which is collected by filtration and washed with ether. Further purification may be effected by recrystallization from isopropanol to give N-[6-(2,6-dichlorophenyl)-2-methylpyrido[2,3-d]-pyrimidin-7-yl]-N'-methylthiourea, mp 207.5°-208.5° C. (dec.). Starting materials: [N+](=O)([O-])C1=CC=C(C(=O)N2CCN(CC2)C=2C=C3CCC(NC3=CC2)=O)C=C1 (6-[4-(4-Nitrobenzoyl)-1-piperazinyl]-3,4-dihydrocarbostyril). The reagents and catalysts are [C].[Pd] (palladium-carbon). The solvent is CO (methanol). Yields the product NC1=CC=C(C(=O)N2CCN(CC2)C=2C=C3CCC(NC3=CC2)=O)C=C1 (6-[4-(4-aminobenzoyl)-1-piperazinyl]-3,4-dihydrocarbostyril). Yield: 57.0%. As a reaction SMILES: [N+:1]([C:4]1[CH:28]=[CH:27][C:7]([C:8]([N:10]2[CH2:15][CH2:14][N:13]([C:16]3[CH:17]=[C:18]4[C:23](=[CH:24][CH:25]=3)[NH:22][C:21](=[O:26])[CH2:20][CH2:19]4)[CH2:12][CH2:11]2)=[O:9])=[CH:6][CH:5]=1)([O-])=O>[C].[Pd].CO>[NH2:1][C:4]1[CH:28]=[CH:27][C:7]([C:8]([N:10]2[CH2:11][CH2:12][N:13]([C:16]3[CH:17]=[C:18]4[C:23](=[CH:24][CH:25]=3)[NH:22][C:21](=[O:26])[CH2:20][CH2:19]4)[CH2:14][CH2:15]2)=[O:9])=[CH:6][CH:5]=1 |f:1.2|. Procedure: 6-[4-(4-Nitrobenzoyl)-1-piperazinyl]-3,4-dihydrocarbostyril (400 mg) was added to 20 ml of methanol and reduced at room temperature at atmospheric pressure using 50 mg of 10% palladium-carbon as a catalyst. After completion of absorption of hydrogen gas the catalyst was removed by filtration. The filtrate was subjected to distillation under reduced pressure and the residue was purified through silica gel column chromatography. Recrystallization from ethanol gave 210 mg of 6-[4-(4-aminobenzoyl)-1... Procedure details: To a solution of 3-bromo-2-chloropyridine (0.33 g, 1.715 mmol) in THF (2 mL) at room temperature was added isopropylmagnesium chloride (0.857 mL, 1.715 mmol, 2M solution). Reaction mixture was stirred for 1 hr at room temperature before addition of dihydro-2H-pyran-4(3H)-one (0.158 mL, 1.715 mmol). After overnight stirring, reaction mixture was quenched with saturated NH4Cl solution followed by aqueous workup. Purification by Prep-plate TLC (10% MeOH/DCM) produced product that was advanced to th... Conditions: time 8 hour. Product: ClC1=NC=CC=C1C1(CCOCC1)O (4-(2-chloropyridin-3-yl)tetrahydro-2H-pyran-4-ol). The reactants are BrC=1C(=NC=CC1)Cl (3-bromo-2-chloropyridine), C(C)(C)[Mg]Cl (isopropylmagnesium chloride), O1CCC(CC1)=O (dihydro-2H-pyran-4(3H)-one). Solvent: C1CCOC1 (THF). Reaction SMILES: Br[C:2]1[C:3]([Cl:8])=[N:4][CH:5]=[CH:6][CH:7]=1.C([Mg]Cl)(C)C.[O:14]1[CH2:19][CH2:18][C:17](=[O:20])[CH2:16][CH2:15]1>C1COCC1>[Cl:8][C:3]1[C:2]([C:17]2([OH:20])[CH2:18][CH2:19][O:14][CH2:15][CH2:16]2)=[CH:7][CH:6]=[CH:5][N:4]=1.